This data is from the Open Reaction Database (ORD), a public repository of structured organic reaction records. The task is: describe an organic reaction: reactants, conditions, products, and yield Starting materials: FC(C(=O)O)(F)F (trifluoroacetic acid), BrC=1C=C(C2=C(N=C(O2)N[C@@H](CC2=CC=C(C=C2)OCCCC(NC=2NCCCN2)=O)C(=O)OC(C)(C)C)C1)F ((1,1-dimethyl ethyl) N-(5-bromo-7-fluoro-2-benzoxazolyl)-O-[4-oxo-4-[(1,4,5,6-tetrahydro-2-pyrimidinyl)amino]butyl]-L-tyrosinate), C1(=CC=CC=C1)C (toluene). Solvent: ClCCl (dichloromethane). Conditions: time 3 hour. The product is BrC=1C=C(C2=C(N=C(O2)N[C@@H](CC2=CC=C(C=C2)OCCCC(NC=2NCCCN2)=O)C(=O)O)C1)F (N-(5-bromo-7-fluoro-2-benzoxazolyl)-O-[4-oxo-4-[(1,4,5,6-tetrahydro-2-pyrimidinyl)amino]butyl]-L-tyrosine). Yield: 99.8%. As a reaction SMILES: FC(F)(F)C(O)=O.[Br:8][C:9]1[CH:10]=[C:11]([F:47])[C:12]2[O:16][C:15]([NH:17][C@H:18]([C:39]([O:41]C(C)(C)C)=[O:40])[CH2:19][C:20]3[CH:25]=[CH:24][C:23]([O:26][CH2:27][CH2:28][CH2:29][C:30](=[O:38])[NH:31][C:32]4[NH:33][CH2:34][CH2:35][CH2:36][N:37]=4)=[CH:22][CH:21]=3)=[N:14][C:13]=2[CH:46]=1.C1(C)C=CC=CC=1>ClCCl>[Br:8][C:9]1[CH:10]=[C:11]([F:47])[C:12]2[O:16][C:15]([NH:17][C@H:18]([C:39]([OH:41])=[O:40])[CH2:19][C:20]3[CH:21]=[CH:22][C:23]([O:26][CH2:27][CH2:28][CH2:29][C:30](=[O:38])[NH:31][C:32]4[NH:33][CH2:34][CH2:35][CH2:36][N:37]=4)=[CH:24][CH:25]=3)=[N:14][C:13]=2[CH:46]=1. Procedure details: 3.5 ml of trifluoroacetic acid is added to 260 mg of ester 9-2 in 5 ml of dichloromethane, agitation is carried out for 3 hours at ambient temperature then 10 ml of toluene is added. Evaporation is then carried out under reduced pressure and 236 mg of expected acid 9-3 is obtained.